From a dataset of the Open Reaction Database (ORD), a public repository of structured organic reaction records. describe an organic reaction: reactants, conditions, products, and yield The reactants are C(C)(C)(C)OC(COC1=C(C=C(C=C1)C#N)C#C)=O (tert-butyl(4-cyano-2-ethynylphenoxy)acetate), C(C)(C)(C)OC(COC1=C(C=C(C=C1)C#N)C#C)=O (tert-butyl(4-cyano-2-ethynylphenoxy)acetate), BrC=1C=C(C=NC1)S(=O)(=O)C (5-bromo-3-methylsulfonylpyridine). Yields the product C(#N)C1=CC(=C(OCC(=O)O)C=C1)C#CC=1C=NC=C(C1)S(=O)(=O)C ((4-cyano-2-{[5-(methylsulfonyl)pyridin-3-yl}ethynyl]phenoxy)acetic acid). Reaction SMILES: C([O:5][C:6](=[O:19])[CH2:7][O:8][C:9]1[CH:14]=[CH:13][C:12]([C:15]#[N:16])=[CH:11][C:10]=1[C:17]#[CH:18])(C)(C)C.Br[C:21]1[CH:22]=[C:23]([S:27]([CH3:30])(=[O:29])=[O:28])[CH:24]=[N:25][CH:26]=1>>[C:15]([C:12]1[CH:13]=[CH:14][C:9]([O:8][CH2:7][C:6]([OH:5])=[O:19])=[C:10]([C:17]#[C:18][C:21]2[CH:26]=[N:25][CH:24]=[C:23]([S:27]([CH3:30])(=[O:29])=[O:28])[CH:22]=2)[CH:11]=1)#[N:16]. Procedure: Following the general method as outlined in Example 37, starting from tert-butyl(4-cyano-2-ethynyl phenoxy)acetate (Intermediate 46) and 5-bromo-3-methylsulfonylpyridine (Combiblocks), the title compound was obtained as a yellow solid. The reactants are C([O-])([O-])=O.[K+].[K+] (potassium carbonate), Cl (hydrogen chloride), ClC1=C(C=NC2=CC(=C(C=C12)NC(C)=O)OCCOC)C#N (N-(4-chloro-3-cyano-7-(2-methoxyethoxy)quinolin-6-yl)acetamide), ClC=1C=C(N)C=CC1OCC1=NC=CC=C1 (3-chloro-4-(2-pyridylmethoxy)aniline), CS(=O)(=O)O (methanesulfonic acid). The solvent is CO (methanol), C(C)O (ethanol). Conditions: temperature 80 celsius. Yields the product NC=1C=C2C(=C(C=NC2=CC1OCCOC)C#N)NC1=CC(=C(C=C1)OCC1=NC=CC=C1)Cl (6-amino-4-(3-chloro-4-(pyridin-2-ylmethoxy)phenylamino)-7-(2-methoxyethoxy)quinoline-3-carbonitrile). The yield is 68.3%. As a reaction SMILES: Cl[C:2]1[C:11]2[C:6](=[CH:7][C:8]([O:16][CH2:17][CH2:18][O:19][CH3:20])=[C:9]([NH:12]C(=O)C)[CH:10]=2)[N:5]=[CH:4][C:3]=1[C:21]#[N:22].[Cl:23][C:24]1[CH:25]=[C:26]([CH:28]=[CH:29][C:30]=1[O:31][CH2:32][C:33]1[CH:38]=[CH:37][CH:36]=[CH:35][N:34]=1)[NH2:27].CS(O)(=O)=O.Cl.C(=O)([O-])[O-].[K+].[K+]>CO.C(O)C>[NH2:12][C:9]1[CH:10]=[C:11]2[C:6](=[CH:7][C:8]=1[O:16][CH2:17][CH2:18][O:19][CH3:20])[N:5]=[CH:4][C:3]([C:21]#[N:22])=[C:2]2[NH:27][C:26]1[CH:28]=[CH:29][C:30]([O:31][CH2:32][C:33]2[CH:38]=[CH:37][CH:36]=[CH:35][N:34]=2)=[C:24]([Cl:23])[CH:25]=1 |f:4.5.6|. Procedure: A mixture of N-(4-chloro-3-cyano-7-(2-methoxyethoxy)quinolin-6-yl)acetamide (6.3 g, 0.0197 mol, 1.00 equiv), 3-chloro-4-(2-pyridylmethoxy)aniline (4.7 g, 0.0201 mol, 1.00 equiv), methanesulfonic acid (0.7 ml, 0.0108 mol) and ethanol (150 ml) was stirred under refluxed for 6 hours and then 0.6N hydrogen chloride (300 ml, 0.18 mol) was added. The mixture was heated to 80° C. for 19 hours, and then cooled to 0° C. to form precipitate. The precipitated solids were filtered and then added to a soluti... Reactants: Cl.FC(C1(CCNCC1)C(=O)OCC)(F)F (ethyl 4-(trifluoromethyl)piperidine-4-carboxylate hydrochloride), CCN(C(C)C)C(C)C (DIPEA), ice, ClC1=NC=C(C=N1)C=1C=C(C2=C(N=C(S2)NC(=O)NCC)C1)C1=NC=CC=C1 (1-(5-(2-chloropyrimidin-5-yl)-7-(pyridin-2-yl)benzothiazol-2-yl)-3-ethylurea). The solvent is CC(=O)N(C)C (DMA). Run at time 10 minute. Product: C(C)NC(NC=1SC2=C(N1)C=C(C=C2C2=NC=CC=C2)C=2C=NC(=NC2)N2CCC(CC2)(C(=O)OCC)C(F)(F)F)=O (Ethyl 1-(5-(2-(3-ethylureido)-7-(pyridin-2-yl)benzothiazol-5-yl)pyrimidin-2-yl)-4-(trifluoromethyl)piperidine-4-carboxylate). Isolated yield 51.8%. RXN SMILES: Cl.[F:2][C:3]([F:16])([F:15])[C:4]1([C:10]([O:12][CH2:13][CH3:14])=[O:11])[CH2:9][CH2:8][NH:7][CH2:6][CH2:5]1.CCN(C(C)C)C(C)C.Cl[C:27]1[N:32]=[CH:31][C:30]([C:33]2[CH:34]=[C:35]([C:48]3[CH:53]=[CH:52][CH:51]=[CH:50][N:49]=3)[C:36]3[S:40][C:39]([NH:41][C:42]([NH:44][CH2:45][CH3:46])=[O:43])=[N:38][C:37]=3[CH:47]=2)=[CH:29][N:28]=1>CC(N(C)C)=O>[CH2:45]([NH:44][C:42](=[O:43])[NH:41][C:39]1[S:40][C:36]2[C:35]([C:48]3[CH:53]=[CH:52][CH:51]=[CH:50][N:49]=3)=[CH:34][C:33]([C:30]3[CH:31]=[N:32][C:27]([N:7]4[CH2:6][CH2:5][C:4]([C:3]([F:2])([F:15])[F:16])([C:10]([O:12][CH2:13][CH3:14])=[O:11])[CH2:9][CH2:8]4)=[N:28][CH:29]=3)=[CH:47][C:37]=2[N:38]=1)[CH3:46] |f:0.1|. Procedure details: To the solution of ethyl 4-(trifluoromethyl)piperidine-4-carboxylate hydrochloride (0.1 g, 0.44 mmol) in DMA (5.0 mL) was added DIPEA (0.25 mL, 1.46 mmol) at rt and the mixture stirred at rt for 10 min followed by addition of 1-(5-(2-chloropyrimidin-5-yl)-7-(pyridin-2-yl)benzothiazol-2-yl)-3-ethylurea (0.12 g, 0.29 mmol). The reaction was heated up to 80° C. for 16 h and after completion (by TLC), the mixture was poured into 50 mL of ice cold water, extracted with EtOAc (3×50 mL) and the combine... Procedure: As described in Example 5(c), 600 mg of 11β,21-dihydroxy-17methoxyacetoxy-6α-methyl-4-pregnene-3,20-dione is reacted with acetic anhydride, worked up, and chromatographed, thus isolating 480 mg of 21-acetoxy-11β-hydroxy-17-methoxyacetoxy-6α-methyl-4pregnene-3,20-dione. Starting materials: O[C@@H]1[C@@H]2[C@]3(CCC(C=C3[C@H](C[C@H]2[C@@H]2CC[C@](C(CO)=O)([C@]2(C1)C)OC(COC)=O)C)=O)C (11β,21-dihydroxy-17methoxyacetoxy-6α-methyl-4-pregnene-3,20-dione), C(C)(=O)OC(C)=O (acetic anhydride). Product: C(C)(=O)OCC([C@]1(CC[C@H]2[C@@H]3C[C@@H](C4=CC(CC[C@]4(C)[C@H]3[C@H](C[C@]12C)O)=O)C)OC(COC)=O)=O (21-acetoxy-11β-hydroxy-17-methoxyacetoxy-6α-methyl-4pregnene-3,20-dione). As a reaction SMILES: [OH:1][C@H:2]1[CH2:22][C@@:21]2([CH3:23])[C@@H:13]([CH2:14][CH2:15][C@:16]2([O:24][C:25](=[O:29])[CH2:26][O:27][CH3:28])[C:17](=[O:20])[CH2:18][OH:19])[C@H:12]2[C@H:3]1[C@:4]1([CH3:32])[C:9]([C@@H:10]([CH3:30])[CH2:11]2)=[CH:8][C:7](=[O:31])[CH2:6][CH2:5]1.[C:33](OC(=O)C)(=[O:35])[CH3:34]>>[C:33]([O:19][CH2:18][C:17](=[O:20])[C@:16]1([O:24][C:25](=[O:29])[CH2:26][O:27][CH3:28])[C@:21]2([CH3:23])[C@H:13]([C@H:12]3[C@H:3]([C@@H:2]([OH:1])[CH2:22]2)[C@:4]2([CH3:32])[C:9](=[CH:8][C:7](=[O:31])[CH2:6][CH2:5]2)[C@@H:10]([CH3:30])[CH2:11]3)[CH2:14][CH2:15]1)(=[O:35])[CH3:34]. Reactants: C1(=CC=CC=C1)C(N1N=C(N=C1)CCCOC1=NC=CC(=C1)CN)(C1=CC=CC=C1)C1=CC=CC=C1 (1-[2-({3-[1-(triphenylmethyl)-1H-1,2,4-triazol-3-yl]propyl}oxy)pyridin-4-yl]methaneamine), C1(=CC=CC=C1)C(N1N=C(N=C1)COCC=1C=C(C=CC1)CN)(C1=CC=CC=C1)C1=CC=CC=C1 (1-{3-[({[1-(triphenylmethyl)-1H-1,2,4-triazol-3-yl]methyl}oxy)methyl]phenyl}methanamine), O=C1NC(=NC2=CC=CC=C12)C(=O)OCC (ethyl 4-oxo-3,4-dihydro-2-quinazolinecarboxylate), C(#N)C=1C=C2C(NC(=NC2=CC1)C(=O)OCC)=O (ethyl 6-cyano-4-oxo-3,4-dihydroquinazoline-2-carboxylate). Yields the product C(#N)C=1C=C2C(NC(=NC2=CC1)C(=O)NCC1=CC(=CC=C1)COCC1=NNC=N1)=O (6-cyano-4-oxo-N-[(3-{[(1H-1,2,4-triazol-3-ylmethyl)oxy]methyl}phenyl)methyl]-3,4-dihydroquinazoline-2-carboxamide), powder. Yield: 6.0%. RXN SMILES: O=C1C2C(=CC=CC=2)N=C(C(OCC)=O)N1.[C:17]([C:19]1[CH:20]=[C:21]2[C:26](=[CH:27][CH:28]=1)[N:25]=[C:24]([C:29]([O:31]CC)=O)[NH:23][C:22]2=[O:34])#[N:18].C1(C(C2C=CC=CC=2)(C2C=CC=CC=2)N2C=NC(CCCOC3C=C(CN)C=CN=3)=N2)C=CC=CC=1.C1(C(C2C=CC=CC=2)(C2C=CC=CC=2)[N:78]2[CH:82]=[N:81][C:80]([CH2:83][O:84][CH2:85][C:86]3[CH:87]=[C:88]([CH2:92][NH2:93])[CH:89]=[CH:90][CH:91]=3)=[N:79]2)C=CC=CC=1>>[C:17]([C:19]1[CH:20]=[C:21]2[C:26](=[CH:27][CH:28]=1)[N:25]=[C:24]([C:29]([NH:93][CH2:92][C:88]1[CH:89]=[CH:90][CH:91]=[C:86]([CH2:85][O:84][CH2:83][C:80]3[N:81]=[CH:82][NH:78][N:79]=3)[CH:87]=1)=[O:31])[NH:23][C:22]2=[O:34])#[N:18]. Reported procedure: By a method similar to that in Example 22, and using, instead of ethyl 4-oxo-3,4-dihydro-2-quinazolinecarboxylate, ethyl 6-cyano-4-oxo-3,4-dihydroquinazoline-2-carboxylate obtained in Reference Example 51 and using, instead of 1-[2-({3-[1-(triphenylmethyl)-1H-1,2,4-triazol-3-yl]propyl}oxy)pyridin-4-yl]methaneamine, 1-{3-[({[1-(triphenylmethyl)-1H-1,2,4-triazol-3-yl]methyl}oxy)methyl]phenyl}methanamine obtained in Reference Example 38, the title compound was obtained as a white powder (20 mg, 6%)... Procedure: Reacting cyclopropanecarbonyl chloride with 2,6-di(t-butyl)phenol by the method of Example 1, white, solid 3,5-di(t-butyl)-4-hydroxyphenyl cyclopropyl ketone, m.p. 140.5°-142.5° C. is obtained. Starting materials: C1(CC1)C(=O)Cl (cyclopropanecarbonyl chloride), C(C)(C)(C)C1=C(C(=CC=C1)C(C)(C)C)O (2,6-di(t-butyl)phenol). As a reaction SMILES: [CH:1]1([C:4](Cl)=[O:5])[CH2:3][CH2:2]1.[C:7]([C:11]1[CH:16]=[CH:15][CH:14]=[C:13]([C:17]([CH3:20])([CH3:19])[CH3:18])[C:12]=1[OH:21])([CH3:10])([CH3:9])[CH3:8]>>[CH:1]1([C:4]([C:15]2[CH:14]=[C:13]([C:17]([CH3:18])([CH3:19])[CH3:20])[C:12]([OH:21])=[C:11]([C:7]([CH3:10])([CH3:9])[CH3:8])[CH:16]=2)=[O:5])[CH2:3][CH2:2]1. Yields the product C1(CC1)C(=O)C1=CC(=C(C(=C1)C(C)(C)C)O)C(C)(C)C (3,5-di(t-butyl)-4-hydroxyphenyl cyclopropyl ketone). Reactants: C(#N)C=1C=CC2=C(C(=CC(O2)(CF)CF)C2=NC=CC=C2)C1 (6-cyano-2,2-bisfluoromethyl-4-(2-pyridyl)-2H-1-benzopyran), ClC1=CC(=CC=C1)C(=O)OO (m-chloroperbenzoic acid), C([O-])(O)=O.[Na+] (Sodium bicarbonate), ClC1=CC(=CC=C1)C(=O)OO (m-chloroperbenzoic acid). Solvent: C(Cl)Cl (methylene chloride). The product is C(#N)C=1C=CC2=C(C(=CC(O2)(CF)CF)C2=[N+](C=CC=C2)[O-])C1 (2-(6-cyano-2,2-bisfluoromethyl-2H-1-benzopyran-4-yl)pyridine N-oxide). The yield is 35.6%. RXN SMILES: [C:1]([C:3]1[CH:4]=[CH:5][C:6]2[O:11][C:10]([CH2:14][F:15])([CH2:12][F:13])[CH:9]=[C:8]([C:16]3[CH:21]=[CH:20][CH:19]=[CH:18][N:17]=3)[C:7]=2[CH:22]=1)#[N:2].ClC1C=CC=C(C(OO)=[O:31])C=1.C(=O)(O)[O-].[Na+]>C(Cl)Cl>[C:1]([C:3]1[CH:4]=[CH:5][C:6]2[O:11][C:10]([CH2:14][F:15])([CH2:12][F:13])[CH:9]=[C:8]([C:16]3[CH:21]=[CH:20][CH:19]=[CH:18][N+:17]=3[O-:31])[C:7]=2[CH:22]=1)#[N:2] |f:2.3|. Procedure details: In 3 ml of methylene chloride was dissolved 80 mg of 6-cyano-2,2-bisfluoromethyl-4-(2-pyridyl)-2H-1-benzopyran and 75.7 mg of m-chloroperbenzoic acid (70%) was added thereto with stirring under ice-cooling. The mixture was stirred at room temperature for 15 hours. After addition of 28 mg of m-chloroperbenzoic acid (70%), the mixture was further stirred for 19 hours. Sodium bicarbonate solution was added thereto and the mixture was extracted with methylene chloride. After the organic layer was wa... The reactants are [Al+3], [H-], [H-], [H-], [H-], [Li+], C1CCOC1, COC(=O)Cn1ccc2cccnc21. Product: OCCn1ccc2cccnc21. Reaction SMILES: [Al+3:16].[H-:15].[H-:18].[H-:19].[H-:20].[Li+:17].[O:21]1[CH2:22][CH2:23][CH2:24][CH2:25]1.[n:1]1([CH2:10][C:11](=[O:12])[O:13][CH3:14])[cH:2][cH:3][c:4]2[cH:5][cH:6][cH:7][n:8][c:9]12>>[n:1]1([CH2:10][CH2:11][OH:12])[cH:2][cH:3][c:4]2[cH:5][cH:6][cH:7][n:8][c:9]12. Reactants: ClC=1C=CC(=C(C1)C1=CC(N(C=C1OC)C(C(=O)O)OCC)=O)C#N ([4-(5-chloro-2-cyanophenyl)-5-methoxy-2-oxopyridin-1(2H)-yl](ethoxy)acetic acid), NC1=CC=C(C(=O)OC(C)(C)C)C=C1 (tert-butyl 4-aminobenzoate). Product: ClC=1C=CC(=C(C1)C1=CC(N(C=C1OC)C(C(=O)NC1=CC=C(C(=O)OC(C)(C)C)C=C1)OCC)=O)C#N (tert-Butyl 4-({[4-(5-chloro-2-cyanophenyl)-5-methoxy-2-oxopyridin-1(2H)-yl](ethoxy)acetyl}amino)benzoate). RXN SMILES: [Cl:1][C:2]1[CH:3]=[CH:4][C:5]([C:24]#[N:25])=[C:6]([C:8]2[C:13]([O:14][CH3:15])=[CH:12][N:11]([CH:16]([O:20][CH2:21][CH3:22])[C:17]([OH:19])=O)[C:10](=[O:23])[CH:9]=2)[CH:7]=1.[NH2:26][C:27]1[CH:39]=[CH:38][C:30]([C:31]([O:33][C:34]([CH3:37])([CH3:36])[CH3:35])=[O:32])=[CH:29][CH:28]=1>>[Cl:1][C:2]1[CH:3]=[CH:4][C:5]([C:24]#[N:25])=[C:6]([C:8]2[C:13]([O:14][CH3:15])=[CH:12][N:11]([CH:16]([O:20][CH2:21][CH3:22])[C:17]([NH:26][C:27]3[CH:39]=[CH:38][C:30]([C:31]([O:33][C:34]([CH3:35])([CH3:36])[CH3:37])=[O:32])=[CH:29][CH:28]=3)=[O:19])[C:10](=[O:23])[CH:9]=2)[CH:7]=1. Procedure details: 180 mg (0.50 mmol) of [4-(5-chloro-2-cyanophenyl)-5-methoxy-2-oxopyridin-1(2H)-yl](ethoxy)acetic acid (racemate) and 105 mg (0.55 mmol, 1.1 eq.) of tert-butyl 4-aminobenzoate were reacted according to General Method 5A. Yield: 265 mg (quant.)